Dataset: the Open Reaction Database (ORD), a public repository of structured organic reaction records. Task: describe an organic reaction: reactants, conditions, products, and yield Starting materials: CCO, NN, O=C1c2ccccc2C(=O)N1CCCN1C(=O)C2(COc3cc4c(cc32)OCO4)c2ccccc21, O. Yields the product NCCCN1C(=O)C2(COc3cc4c(cc32)OCO4)c2ccccc21. As a reaction SMILES: [CH3:39][CH2:40][OH:41].[NH2:37][NH2:38].[O:1]=[C:2]1[N:3]([CH2:22][CH2:23][CH2:24][N:25]2[C:26](=[O:27])[c:28]3[c:29]([cH:30][cH:31][cH:32][cH:33]3)[C:34]2=[O:35])[c:4]2[cH:5][cH:6][cH:7][cH:8][c:9]2[C:10]12[CH2:11][O:12][c:13]1[c:14]2[cH:15][c:16]2[c:17]([cH:21]1)[O:18][CH2:19][O:20]2.[OH2:36]>>[O:1]=[C:2]1[N:3]([CH2:22][CH2:23][CH2:24][NH2:25])[c:4]2[cH:5][cH:6][cH:7][cH:8][c:9]2[C:10]12[CH2:11][O:12][c:13]1[c:14]2[cH:15][c:16]2[c:17]([cH:21]1)[O:18][CH2:19][O:20]2. The reactants are Cc1ccc(-n2nccn2)c(C(=O)N2CC(CO)CC2C)c1, ClCCl, Oc1ccc(F)cn1, CC(C)OC(=O)N=NC(=O)OC(C)C. Product: Cc1ccc(-n2nccn2)c(C(=O)N2CC(COc3ccc(F)cn3)CC2C)c1. RXN SMILES: [CH3:1][CH:2]1[CH2:3][CH:4]([CH2:21][OH:22])[CH2:5][N:6]1[C:7]([c:8]1[c:9](-[n:15]2[n:16][cH:17][cH:18][n:19]2)[cH:10][cH:11][c:12]([CH3:14])[cH:13]1)=[O:20].[Cl:45][CH2:46][Cl:47].[F:23][c:24]1[cH:25][cH:26][c:27]([OH:30])[n:28][cH:29]1.[O:31]=[C:32]([O:33][CH:34]([CH3:35])[CH3:36])[N:37]=[N:38][C:39]([O:40][CH:41]([CH3:42])[CH3:43])=[O:44]>>[CH3:1][CH:2]1[CH2:3][CH:4]([CH2:21][O:22][c:27]2[cH:26][cH:25][c:24]([F:23])[cH:29][n:28]2)[CH2:5][N:6]1[C:7]([c:8]1[c:9](-[n:15]2[n:16][cH:17][cH:18][n:19]2)[cH:10][cH:11][c:12]([CH3:14])[cH:13]1)=[O:20]. Starting materials: CC(=O)O, C#Cc1ccc(C=O)s1, C1COCCN1, ClCCCl, ClCCl. Yields the product C#Cc1ccc(CN2CCOCC2)s1. Reaction SMILES: [C:16]([OH:17])(=[O:18])[CH3:19].[C:1](#[CH:2])[c:3]1[cH:4][cH:5][c:6]([CH:8]=[O:9])[s:7]1.[CH2:10]1[CH2:11][O:12][CH2:13][CH2:14][NH:15]1.[Cl:20][CH2:21][CH2:22][Cl:23].[Cl:24][CH2:25][Cl:26]>>[C:1](#[CH:2])[c:3]1[cH:4][cH:5][c:6]([CH2:8][N:15]2[CH2:10][CH2:11][O:12][CH2:13][CH2:14]2)[s:7]1. Reactants: O=C(O)C(=O)N1CCC(Cc2ccc(F)cc2)CC1, Nc1ccc2oc(=O)[nH]c2c1, O. Product: O=C(Nc1ccc2oc(=O)[nH]c2c1)C(=O)N1CCC(Cc2ccc(F)cc2)CC1. As a reaction SMILES: [F:12][c:13]1[cH:14][cH:15][c:16]([CH2:17][CH:18]2[CH2:19][CH2:20][N:21]([C:24]([C:25](=[O:26])[OH:27])=[O:28])[CH2:22][CH2:23]2)[cH:29][cH:30]1.[NH2:1][c:2]1[cH:3][cH:4][c:5]2[c:6]([nH:7][c:8](=[O:10])[o:9]2)[cH:11]1.[OH2:31]>>[NH:1]([c:2]1[cH:3][cH:4][c:5]2[c:6]([nH:7][c:8](=[O:10])[o:9]2)[cH:11]1)[C:25]([C:24]([N:21]1[CH2:20][CH2:19][CH:18]([CH2:17][c:16]2[cH:15][cH:14][c:13]([F:12])[cH:30][cH:29]2)[CH2:23][CH2:22]1)=[O:28])=[O:26].